Dataset: the Open Reaction Database (ORD), a public repository of structured organic reaction records. Task: describe an organic reaction: reactants, conditions, products, and yield The reactants are [Al+3], COC(=O)c1cc(Cl)c(C(=O)O)cc1Br, CCc1ccccc1, CN(C)C=O, [Cl-], [Cl-], [Cl-], O=C(Cl)C(=O)Cl, ClCCl, O. The product is CCc1ccc(C(=O)c2cc(Br)c(C(=O)OC)cc2Cl)cc1. Reaction SMILES: [Al+3:31].[Br:1][c:2]1[c:3]([C:12](=[O:13])[O:14][CH3:15])[cH:4][c:5]([Cl:11])[c:6]([C:7](=[O:8])[OH:9])[cH:10]1.[CH3:22][CH2:23][c:24]1[cH:25][cH:26][cH:27][cH:28][cH:29]1.[CH3:38][N:39]([CH3:40])[CH:41]=[O:42].[Cl-:30].[Cl-:32].[Cl-:33].[Cl:16][C:17]([C:18]([Cl:19])=[O:20])=[O:21].[Cl:34][CH2:35][Cl:36].[OH2:37]>>[Br:1][c:2]1[c:3]([C:12](=[O:13])[O:14][CH3:15])[cH:4][c:5]([Cl:11])[c:6]([C:7](=[O:9])[c:27]2[cH:26][cH:25][c:24]([CH2:23][CH3:22])[cH:29][cH:28]2)[cH:10]1.